Dataset: the Open Reaction Database (ORD), a public repository of structured organic reaction records. Task: describe an organic reaction: reactants, conditions, products, and yield Starting materials: C1(CCCC1)CCC(=O)N(C=1C=C(C(=O)OC)C=CC1)CC1=CC=C(C=C1)C#CCCCCCCCC (methyl 3-[(3-cyclopentylpropanoyl)(4-dec-1-yn-1-ylbenzyl)amino]benzoate), [OH-].[Na+] (NaOH). The solvent is CO (MeOH). Product: C1(CCCC1)CCC(=O)N(C=1C=C(C(=O)O)C=CC1)CC1=CC=C(C=C1)C#CCCCCCCCC (3-[(3-cyclopentylpropanoyl)(4-dec-1-yn-1-ylbenzyl)amino]benzoic acid). As a reaction SMILES: [CH:1]1([CH2:6][CH2:7][C:8]([N:10]([CH2:21][C:22]2[CH:27]=[CH:26][C:25]([C:28]#[C:29][CH2:30][CH2:31][CH2:32][CH2:33][CH2:34][CH2:35][CH2:36][CH3:37])=[CH:24][CH:23]=2)[C:11]2[CH:12]=[C:13]([CH:18]=[CH:19][CH:20]=2)[C:14]([O:16]C)=[O:15])=[O:9])[CH2:5][CH2:4][CH2:3][CH2:2]1.[OH-].[Na+]>CO>[CH:1]1([CH2:6][CH2:7][C:8]([N:10]([CH2:21][C:22]2[CH:23]=[CH:24][C:25]([C:28]#[C:29][CH2:30][CH2:31][CH2:32][CH2:33][CH2:34][CH2:35][CH2:36][CH3:37])=[CH:26][CH:27]=2)[C:11]2[CH:12]=[C:13]([CH:18]=[CH:19][CH:20]=2)[C:14]([OH:16])=[O:15])=[O:9])[CH2:5][CH2:4][CH2:3][CH2:2]1 |f:1.2|. Reported procedure: The titled compound was prepared following the procedure F using methyl 3-[(3-cyclopentylpropanoyl)(4-dec-1-yn-1-ylbenzyl)amino]benzoate and NaOH 5N aq in the presence of MeOH as a pale yellow oil (86%). 1H NMR (CDCl3, 300 MHz) δ 8.07 (d, J=7.5 Hz, 1H), 7.83 (s, 1H), 7.43 (m, 1H), 7.31 (d, J=7.9 Hz, 2H), 7.12 (m, 3H), 4.90 (s, 2H), 2.39 (t, J=7.0 Hz, 2H), 2.09 (m, 21H), 1.62-1.30 (m, 21H), 0.96 (m, 2H), 0.89 (t, J=6.6 Hz, 3H). M− (ESI): 486.6; M+ (ESI): 488.5. HPLC, Rt: 5.8 min (Purity: 100%). The reactants are CCOC(=O)c1nc(-c2ccc(Cl)cc2Cl)c(-c2ccc(Cl)cc2)s1, CO, Cl, [K+], [OH-], O. Yields the product O=C(O)c1nc(-c2ccc(Cl)cc2Cl)c(-c2ccc(Cl)cc2)s1. Reaction SMILES: [CH2:1]([CH3:2])[O:3][C:4](=[O:5])[c:6]1[s:7][c:8](-[c:19]2[cH:20][cH:21][c:22]([Cl:25])[cH:23][cH:24]2)[c:9](-[c:11]2[c:12]([Cl:18])[cH:13][c:14]([Cl:17])[cH:15][cH:16]2)[n:10]1.[CH3:29][OH:30].[ClH:28].[K+:27].[OH-:26].[OH2:31]>>[O:3]=[C:4]([OH:5])[c:6]1[s:7][c:8](-[c:19]2[cH:20][cH:21][c:22]([Cl:25])[cH:23][cH:24]2)[c:9](-[c:11]2[c:12]([Cl:18])[cH:13][c:14]([Cl:17])[cH:15][cH:16]2)[n:10]1. Starting materials: COC(C(C=1C=C2CC(CC2=CC1)(C)C)=O)=O (2,2-dimethyl-α-oxo-5-indanacetic acid methyl ester), C1(CCCCC1)[NH3+] (cyclohexyl-ammonium). The product is CC1(CC2=CC=C(C=C2C1)CC(=O)O)C (2,2-dimethyl-5-indanacetic acid). Reaction SMILES: C[O:2][C:3](=[O:17])[C:4](=O)[C:5]1[CH:6]=[C:7]2[C:11](=[CH:12][CH:13]=1)[CH2:10][C:9]([CH3:15])([CH3:14])[CH2:8]2.C1([NH3+])CCCCC1>>[CH3:14][C:9]1([CH3:15])[CH2:8][C:7]2[C:11](=[CH:12][CH:13]=[C:5]([CH2:4][C:3]([OH:17])=[O:2])[CH:6]=2)[CH2:10]1. Procedure: 2,2-dimethyl-α-oxo-5-indanacetic acid methyl ester is reduced in a manner analogous to that described in Example 4. The cyclohexyl-ammonium salt of the title compound has an M.P. of 155°-156°.